Dataset: the Open Reaction Database (ORD), a public repository of structured organic reaction records. Task: describe an organic reaction: reactants, conditions, products, and yield Reactants: Intermediate 26B, [O-]C1=CC=C2C=CC(=CC2=C1)S(=O)(=O)[O-].[Na+].[Na+] (sodium 7-oxidonaphthalene-2-sulfonate), BrCCCN1CCOCC1 (4-(3-bromopropyl)morpholine). The product is O1CCN(CC1)CCCOC1=CC=C2C=CC(=CC2=C1)S(=O)(=O)O (7-(3-Morpholinopropoxy)naphthalene-2-sulfonic acid). Isolated yield 68.3%. As a reaction SMILES: [O-:1][C:2]1[CH:11]=[C:10]2[C:5]([CH:6]=[CH:7][C:8]([S:12]([O-:15])(=[O:14])=[O:13])=[CH:9]2)=[CH:4][CH:3]=1.[Na+].[Na+].Br[CH2:19][CH2:20][CH2:21][N:22]1[CH2:27][CH2:26][O:25][CH2:24][CH2:23]1>>[O:25]1[CH2:26][CH2:27][N:22]([CH2:21][CH2:20][CH2:19][O:1][C:2]2[CH:11]=[C:10]3[C:5]([CH:6]=[CH:7][C:8]([S:12]([OH:15])(=[O:13])=[O:14])=[CH:9]3)=[CH:4][CH:3]=2)[CH2:23][CH2:24]1 |f:0.1.2|. Reported procedure: Following a procedure analogous to that for the synthesis of Intermediate 26B, sodium 7-oxidonaphthalene-2-sulfonate (Pfaltz and Bauer, 200 mg, 0.75 mmol) and 4-(3-bromopropyl)morpholine (310 mg, 1.49 mmol) were converted to the title compound (180 mg, 69%). 1H NMR (DMSO-d6) δ 9.53 (br s, 1H), 8.06 (s, 1H), 7.82 (d, J=9.0 Hz, 1H), 7.77 (d, J=8.6 Hz, 1H), 7.73-7.68 (m, 1H), 7.55 (dd, J=8.4, 1.5 Hz, 1H), 7.40 (d, J=2.2 Hz, 1H), 4.20 (t, J=5.8 Hz, 2H), 4.00 (d, J=11.0 Hz, 2H), 3.65 (t, J=11.6 Hz, 2... The reactants are O (water), C(CC)C=1NC(=C(N1)C(=O)OC)C(=O)OC (2-propyl-4,5-bis(methoxycarbonyl)-imidazole), BrC1=CC=C(CBr)C=C1 (4-bromobenzyl bromide), C(=O)([O-])[O-].[K+].[K+] (K2CO3). Run in CN(C)C=O (DMF). Product: COC(=O)C=1N=C(N(C1C(=O)OC)CC1=CC=C(C=C1)Br)CCC (4,5-Bis (methoxycarbonyl)-1-(4-bromophenyl)methyl-2-propyl imidazole). Isolated yield 88.3%. As a reaction SMILES: [CH2:1]([C:4]1[NH:5][C:6]([C:13]([O:15][CH3:16])=[O:14])=[C:7]([C:9]([O:11][CH3:12])=[O:10])[N:8]=1)[CH2:2][CH3:3].[Br:17][C:18]1[CH:25]=[CH:24][C:21]([CH2:22]Br)=[CH:20][CH:19]=1.C([O-])([O-])=O.[K+].[K+].O>CN(C=O)C>[CH3:12][O:11][C:9]([C:7]1[N:8]=[C:4]([CH2:1][CH2:2][CH3:3])[N:5]([CH2:22][C:21]2[CH:24]=[CH:25][C:18]([Br:17])=[CH:19][CH:20]=2)[C:6]=1[C:13]([O:15][CH3:16])=[O:14])=[O:10] |f:2.3.4|. Procedure details: A solution of 40.0 g (0.177 mole) of 2-propyl-4,5-bis(methoxycarbonyl)-imidazole and 44.6 g (0.178 mole) of 4-bromobenzyl bromide in 350 mL of DMF was stirred in the presence of 37.5 g (0.271 mole) of K2CO3 overnight at room temperature. The reaction mixture was then poured into 1200 mL of water and extracted with 3×300 mL of ether. The combined ether extracts were washed with 8×1000 mL of water and once with brine, then dried over MgSO4. The solvent was removed under reduced pressure to yield 6... Starting materials: O=C1CCC(=O)N1Br, CC(=O)Oc1cc(C)c(Br)c(C)c1, ClC(Cl)(Cl)Cl, CC(C)(C#N)N=NC(C)(C)C#N. Yields the product CC(=O)Oc1cc(C)c(Br)c(CBr)c1. RXN SMILES: [Br:14][N:15]1[C:16](=[O:17])[CH2:18][CH2:19][C:20]1=[O:21].[C:1]([CH3:2])(=[O:3])[O:4][c:5]1[cH:6][c:7]([CH3:13])[c:8]([Br:12])[c:9]([CH3:11])[cH:10]1.[C:34]([Cl:35])([Cl:36])([Cl:37])[Cl:38].[N:22]([C:23]([CH3:24])([CH3:25])[C:26]#[N:27])=[N:28][C:29]([CH3:30])([CH3:31])[C:32]#[N:33]>>[C:1]([CH3:2])(=[O:3])[O:4][c:5]1[cH:6][c:7]([CH3:13])[c:8]([Br:12])[c:9]([CH2:11][Br:14])[cH:10]1. Starting materials: [Na+], O=[N+]([O-])[O-], O, O=S(=O)(O)O, O=C1OC(=O)c2cc3cccnc3c3cccc1c23. The product is O=C1OC(=O)c2cc3cccnc3c3cc([N+](=O)[O-])cc1c23. RXN SMILES: [Na+:20].[O-:21][N+:22]([O-:23])=[O:24].[OH2:25].[S:26](=[O:27])(=[O:28])([OH:29])[OH:30].[c:1]12[cH:2][cH:3][cH:4][c:5]3[c:6]4[n:7][cH:8][cH:9][cH:10][c:11]4[cH:12][c:13]([c:14]13)[C:15](=[O:16])[O:17][C:18]2=[O:19]>>[c:1]12[cH:2][c:3]([N+:22](=[O:21])[O-:23])[cH:4][c:5]3[c:6]4[n:7][cH:8][cH:9][cH:10][c:11]4[cH:12][c:13]([c:14]13)[C:15](=[O:16])[O:17][C:18]2=[O:19]. The reactants are [Al], COC(=O)c1cc(Br)cc2c1c(F)cn2C(C)C, CO, [Li+], C1CCOC1, [OH-], O. The product is CC(C)n1cc(F)c2c(C(=O)O)cc(Br)cc21. As a reaction SMILES: [Al:22].[Br:1][c:2]1[cH:3][c:4]([C:15](=[O:16])[O:17][CH3:18])[c:5]2[c:6]([F:14])[cH:7][n:8]([CH:11]([CH3:12])[CH3:13])[c:9]2[cH:10]1.[CH3:28][OH:29].[Li+:19].[O:23]1[CH2:24][CH2:25][CH2:26][CH2:27]1.[OH-:20].[OH2:21]>>[Br:1][c:2]1[cH:3][c:4]([C:15](=[O:16])[OH:17])[c:5]2[c:6]([F:14])[cH:7][n:8]([CH:11]([CH3:12])[CH3:13])[c:9]2[cH:10]1. The reactants are CO, CNCC(CC(=O)OC(C)(C)C)Nc1ccc(C#N)c(Cl)c1, Cl, C1COCCO1. Product: CN1CC(Nc2ccc(C#N)c(Cl)c2)CC1=O. RXN SMILES: [CH3:23][OH:24].[Cl:1][c:2]1[cH:3][c:4]([NH:10][CH:11]([CH2:12][C:13](=[O:14])[O:15][C:16]([CH3:17])([CH3:18])[CH3:19])[CH2:20][NH:21][CH3:22])[cH:5][cH:6][c:7]1[C:8]#[N:9].[ClH:25].[O:26]1[CH2:27][CH2:28][O:29][CH2:30][CH2:31]1>>[Cl:1][c:2]1[cH:3][c:4]([NH:10][CH:11]2[CH2:12][C:13](=[O:14])[N:21]([CH3:22])[CH2:20]2)[cH:5][cH:6][c:7]1[C:8]#[N:9]. Starting materials: fluoroalkylsulfonyl methane, methyl perfluoromethylsulfone, Cl (HCl), C[Mg]Cl (methylmagnesium chloride), C(CCC)(=O)Cl (Butyryl chloride), C(F)(F)(F)S(=O)(=O)CC(=O)CCC (CF3SO2CH2COC3H7). Run in O1CCCC1 (tetrahydrofuran). Conditions: time 2 hour. Yields the product C(F)(F)(F)S(=O)(=O)C[Mg]Cl (CF3SO2CH2MgCl). RXN SMILES: [CH3:1][Mg:2][Cl:3].C(Cl)(=O)CCC.Cl.[C:11]([S:15](CC(CCC)=O)(=[O:17])=[O:16])([F:14])([F:13])[F:12]>O1CCCC1>[C:11]([S:15]([CH2:1][Mg:2][Cl:3])(=[O:17])=[O:16])([F:14])([F:13])[F:12]. Reported procedure: The reagent CF3SO2CH2MgCl was prepared from 22.0 g. (0.15 mole) of methyl perfluoromethylsulfone and 0.2 mole of methylmagnesium chloride in tetrahydrofuran. Butyryl chloride (30.0 g.; 0.3 mole) was added at room temperature and the mixture stirred for two hours. The mixture was hydrolyzed with 3 N HCl, the tetrahydrofuran phase separated and heated to remove solvent. The residue was dissolved in diethyl ether and the solution (dried over MgSO4) heated to remove the ether, giving 14 g. of the no... The reactants are CC(C)CCNC(=O)C(N)Cc1ccccc1, CN(C)CC(NC(=O)OC(C)(C)C)C(=O)O, C1CCOC1, O. The product is CC(C)CCNC(=O)C(Cc1ccccc1)NC(=O)C(CN(C)C)NC(=O)OC(C)(C)C. As a reaction SMILES: [CH3:18][CH:19]([CH2:20][CH2:21][NH:22][C:23]([CH:24]([NH2:25])[CH2:26][c:27]1[cH:28][cH:29][cH:30][cH:31][cH:32]1)=[O:33])[CH3:34].[CH3:2][N:3]([CH2:4][CH:5]([NH:6][C:7](=[O:8])[O:9][C:10]([CH3:11])([CH3:12])[CH3:13])[C:14](=[O:15])[OH:16])[CH3:17].[O:35]1[CH2:36][CH2:37][CH2:38][CH2:39]1.[OH2:1]>>[CH3:2][N:3]([CH2:4][CH:5]([NH:6][C:7](=[O:8])[O:9][C:10]([CH3:11])([CH3:12])[CH3:13])[C:14](=[O:16])[NH:25][CH:24]([C:23]([NH:22][CH2:21][CH2:20][CH:19]([CH3:18])[CH3:34])=[O:33])[CH2:26][c:27]1[cH:28][cH:29][cH:30][cH:31][cH:32]1)[CH3:17]. Reactants: CC(C)(C)c1cc(OCc2ccccc2)c(C=O)c(C(C)(C)C)c1, CC(=O)[O-], CC(=O)O, C[N+](=O)[O-], [NH4+]. Yields the product CC(C)(C)c1cc(OCc2ccccc2)c(C=C[N+](=O)[O-])c(C(C)(C)C)c1. RXN SMILES: [CH2:1]([c:2]1[cH:3][cH:4][cH:5][cH:6][cH:7]1)[O:8][c:9]1[c:10]([CH:11]=[O:12])[c:13]([C:21]([CH3:22])([CH3:23])[CH3:24])[cH:14][c:15]([C:17]([CH3:18])([CH3:19])[CH3:20])[cH:16]1.[CH3:26][C:27](=[O:28])[O-:29].[CH3:34][C:35](=[O:36])[OH:37].[N+:30](=[O:31])([O-:32])[CH3:33].[NH4+:25]>>[CH2:1]([c:2]1[cH:3][cH:4][cH:5][cH:6][cH:7]1)[O:8][c:9]1[c:10]([CH:11]=[CH:33][N+:30](=[O:31])[O-:32])[c:13]([C:21]([CH3:22])([CH3:23])[CH3:24])[cH:14][c:15]([C:17]([CH3:18])([CH3:19])[CH3:20])[cH:16]1.